This data is from the Open Reaction Database (ORD), a public repository of structured organic reaction records. The task is: describe an organic reaction: reactants, conditions, products, and yield The product is COC(=O)c1ccc(S(=O)(=O)N2CCC(Sc3cc(C(C)(C)C)c(O)c(C(C)(C)C)c3)CC2)n1C. Starting materials: CC(C)(C)c1cc(SC2CCNCC2)cc(C(C)(C)C)c1O, C1CCOC1, COC(=O)c1ccc(S(=O)(=O)Cl)n1C, CCOC(C)=O, CCN(C(C)C)C(C)C, Cl. Reaction SMILES: [C:2]([CH3:3])([CH3:4])([CH3:5])[c:6]1[c:7]([OH:23])[c:8]([C:19]([CH3:20])([CH3:21])[CH3:22])[cH:9][c:10]([S:12][CH:13]2[CH2:14][CH2:15][NH:16][CH2:17][CH2:18]2)[cH:11]1.[CH2:47]1[O:48][CH2:49][CH2:50][CH2:51]1.[CH3:33][O:34][C:35](=[O:36])[c:37]1[n:38]([CH3:46])[c:39]([S:42](=[O:43])(=[O:44])[Cl:45])[cH:40][cH:41]1.[CH3:52][CH2:53][O:54][C:55](=[O:56])[CH3:57].[CH:24]([N:25]([CH2:26][CH3:27])[CH:28]([CH3:29])[CH3:30])([CH3:31])[CH3:32].[ClH:1]>>[C:2]([CH3:3])([CH3:4])([CH3:5])[c:6]1[c:7]([OH:23])[c:8]([C:19]([CH3:20])([CH3:21])[CH3:22])[cH:9][c:10]([S:12][CH:13]2[CH2:14][CH2:15][N:16]([S:42]([c:39]3[n:38]([CH3:46])[c:37]([C:35]([O:34][CH3:33])=[O:36])[cH:41][cH:40]3)(=[O:43])=[O:44])[CH2:17][CH2:18]2)[cH:11]1.